Dataset: the Open Reaction Database (ORD), a public repository of structured organic reaction records. Task: describe an organic reaction: reactants, conditions, products, and yield The reactants are [OH-].[Na+] (sodium hydroxide), [H-].[Al+3].[Li+].[H-].[H-].[H-] (lithium aluminum hydride), O (water), O1C=CC2=C1NC(C=1N(C2)C=CC1)=O (9,10-dihydro-4H-furo[2,3-e]pyrrolo[1,2-a][1,4]diazepin-9-one). Run in O1CCCC1 (tetrahydrofuran). Conditions: time 8 hour. The product is O1C=CC2=C1NCC=1N(C2)C=CC1 (9,10-Dihydro-4H-furo[2,3-e]pyrrolo[1,2-a][1,4]diazepine). Reaction SMILES: [H-].[Al+3].[Li+].[H-].[H-].[H-].[O:7]1[C:11]2[NH:12][C:13](=O)[C:14]3[N:15]([CH:17]=[CH:18][CH:19]=3)[CH2:16][C:10]=2[CH:9]=[CH:8]1.O.[OH-].[Na+]>O1CCCC1>[O:7]1[C:11]2[NH:12][CH2:13][C:14]3[N:15]([CH:17]=[CH:18][CH:19]=3)[CH2:16][C:10]=2[CH:9]=[CH:8]1 |f:0.1.2.3.4.5,8.9|. Procedure details: To a suspension of 4 mmol of lithium aluminum hydride in 25 ml of anhydrous tetrahydrofuran is added 1 mmol of 9,10-dihydro-4H-furo[2,3-e]pyrrolo[1,2-a][1,4]diazepin-9-one. The mixture is refluxed for 12 hours and allowed to stand overnight. To the mixture is added dropwise 0.12 ml of water and then 6 ml of 1N sodium hydroxide. The mixture is extracted with ethyl acetate and the extract dried(Na2 SO4). The volatiles are removed in vacuo to give the desired product as a solid. Starting materials: O=Cc1ccc(F)cc1, FC(F)(F)c1nnc2ccc(N3CCCNCC3)nn12. Product: Fc1ccc(CN2CCCN(c3ccc4nnc(C(F)(F)F)n4n3)CC2)cc1. As a reaction SMILES: [F:21][c:22]1[cH:23][cH:24][c:25]([CH:26]=[O:27])[cH:28][cH:29]1.[N:1]1([c:8]2[cH:9][cH:10][c:11]3[n:12]([n:13]2)[c:14]([C:17]([F:18])([F:19])[F:20])[n:15][n:16]3)[CH2:2][CH2:3][NH:4][CH2:5][CH2:6][CH2:7]1>>[N:1]1([c:8]2[cH:9][cH:10][c:11]3[n:12]([n:13]2)[c:14]([C:17]([F:18])([F:19])[F:20])[n:15][n:16]3)[CH2:2][CH2:3][N:4]([CH2:26][c:25]2[cH:24][cH:23][c:22]([F:21])[cH:29][cH:28]2)[CH2:5][CH2:6][CH2:7]1. Reactants: ClCCl, COC(C)(C)OC, CCCC[Sn](C=CC(O)CC(O)CC(=O)OC)(CCCC)CCCC, Cc1ccc(S(=O)(=O)[O-])cc1, c1cc[nH+]cc1. Product: CCCC[Sn](C=CC1CC(CC(=O)OC)OC(C)(C)O1)(CCCC)CCCC. As a reaction SMILES: [CH2:50]([Cl:51])[Cl:52].[CH3:26][O:27][C:28]([CH3:29])([CH3:30])[O:31][CH3:32].[OH:1][CH:2]([CH2:3][C:4](=[O:5])[O:6][CH3:7])[CH2:8][CH:9]([CH:10]=[CH:11][Sn:12]([CH2:13][CH2:14][CH2:15][CH3:16])([CH2:17][CH2:18][CH2:19][CH3:20])[CH2:21][CH2:22][CH2:23][CH3:24])[OH:25].[c:33]1([CH3:34])[cH:35][cH:36][c:37]([S:38]([O-:39])(=[O:40])=[O:41])[cH:42][cH:43]1.[nH+:44]1[cH:45][cH:46][cH:47][cH:48][cH:49]1>>[O:1]1[CH:2]([CH2:3][C:4](=[O:5])[O:6][CH3:7])[CH2:8][CH:9]([CH:10]=[CH:11][Sn:12]([CH2:13][CH2:14][CH2:15][CH3:16])([CH2:17][CH2:18][CH2:19][CH3:20])[CH2:21][CH2:22][CH2:23][CH3:24])[O:25][C:28]1([CH3:29])[CH3:30]. The reactants are COC(=O)c1ccc(NC(=O)c2ccc3c(c2)C(C)(C)CCC3(C)C)cc1, CO, NO. Product: CC1(C)CCC(C)(C)c2cc(C(=O)Nc3ccc(C(=O)NO)cc3)ccc21. As a reaction SMILES: [CH3:1][C:2]1([CH3:27])[c:3]2[cH:4][cH:5][c:6]([C:14](=[O:15])[NH:16][c:17]3[cH:18][cH:19][c:20]([C:21](=[O:22])[O:23][CH3:24])[cH:25][cH:26]3)[cH:7][c:8]2[C:9]([CH3:12])([CH3:13])[CH2:10][CH2:11]1.[CH3:30][OH:31].[NH2:28][OH:29]>>[CH3:1][C:2]1([CH3:27])[c:3]2[cH:4][cH:5][c:6]([C:14](=[O:15])[NH:16][c:17]3[cH:18][cH:19][c:20]([C:21](=[O:22])[NH:28][OH:29])[cH:25][cH:26]3)[cH:7][c:8]2[C:9]([CH3:12])([CH3:13])[CH2:10][CH2:11]1. The reactants are diethyl azoformate, OC1C=CCCC1 (3-hydroxycyclohexene), ON1C(C=2C(C1=O)=CC=CC2)=O (N-hydroxyphthalimide), C1(=CC=CC=C1)P(C1=CC=CC=C1)C1=CC=CC=C1 (triphenyl phosphine). The solvent is O1CCCC1 (tetrahydrofuran). The product is C1(C=CCCC1)ON1C(C=2C(C1=O)=CC=CC2)=O (N-(2-cyclohexen-1-yl)oxyphthalimide). The yield is 65.6%. RXN SMILES: [OH:1][CH:2]1[CH2:7][CH2:6][CH2:5][CH:4]=[CH:3]1.O[N:9]1[C:13](=[O:14])[C:12]2=[CH:15][CH:16]=[CH:17][CH:18]=[C:11]2[C:10]1=[O:19].C1(P(C2C=CC=CC=2)C2C=CC=CC=2)C=CC=CC=1>O1CCCC1>[CH:2]1([O:1][N:9]2[C:10](=[O:19])[C:11]3=[CH:18][CH:17]=[CH:16][CH:15]=[C:12]3[C:13]2=[O:14])[CH2:7][CH2:6][CH2:5][CH:4]=[CH:3]1. Procedure details: A mixture of 3-hydroxycyclohexene (4.0 g), N-hydroxyphthalimide (6.7 g) and triphenyl phosphine (9.2 g) in tetrahydrofuran (200 ml) was stirred at room temperature. After the addition of diethyl azoformate (7.9 g), the resulting mixture was stirred for 20 hours at room temperature. The reaction mixture was evaporated and the residue was subjected to column chromatography on silica gel (80 g), using chloroform as an eluent. The fractions containing the objected compounds were combined and evapora... The reactants are ClC1=C(C=CC(=C1)Cl)C1=C(C=C(C(N1)=O)C#N)C1=CC=C(C=C1)Cl (6-(2,4-Dichlorophenyl)-5-(4-chlorophenyl)-2-oxo-1,2-dihydropyridine-3-nitrile), O=P(Cl)(Cl)Cl (POCl3), O=P(Cl)(Cl)Cl (POCl3). Run at temperature 100 celsius. The product is ClC1=NC(=C(C=C1C#N)C1=CC=C(C=C1)Cl)C1=C(C=C(C=C1)Cl)Cl (2-chloro-6-(2,4-dichlorophenyl)-5-(4-chlorophenyl)pyridine-3-carbonitrile). Reaction SMILES: [Cl:1][C:2]1[CH:7]=[C:6]([Cl:8])[CH:5]=[CH:4][C:3]=1[C:9]1[NH:14][C:13](=O)[C:12]([C:16]#[N:17])=[CH:11][C:10]=1[C:18]1[CH:23]=[CH:22][C:21]([Cl:24])=[CH:20][CH:19]=1.O=P(Cl)(Cl)[Cl:27]>>[Cl:27][C:13]1[C:12]([C:16]#[N:17])=[CH:11][C:10]([C:18]2[CH:23]=[CH:22][C:21]([Cl:24])=[CH:20][CH:19]=2)=[C:9]([C:3]2[CH:4]=[CH:5][C:6]([Cl:8])=[CH:7][C:2]=2[Cl:1])[N:14]=1. Procedure: To 6-(2,4-Dichlorophenyl)-5-(4-chlorophenyl)-2-oxo-1,2-dihydropyridine-3-nitrile (40.75g) was added POCl3 (20 mL). The reaction was heated to 100° C. for 13 hours. After cooling to room temperature the excess POCl3 was removed in vacuo before the residue was dissolved in CH2Cl2 and washed with saturated aqueous NaHCO3 solution. The solution was concentrated and purified via flash chromatography on silica gel with a gradient elution of 30% to 100% CH2Cl2 in hexane affording the title compound. HP... Reactants: NC1(COC1)CNC1=CC(=NC2=CC=C(C=C12)C)N1CCS(C2=C(C1)C=CC=C2)(=O)=O (N-[(3-Amino oxetan-3-yl)methyl]-2-(1,1-dioxido-2,3-dihydro-1,4-benzothiazepin-4(5H)-yl)-6-methylquinolin-4-amine), C(C)=O (acetaldehyde), C(C)(=O)O (acetic acid), C(#N)[BH3-].[Na+] (sodium cyanoborohydride). Run in C(C)(=O)OCC (ethyl acetate), CO (methanol), O1CCCC1 (tetrahydrofuran). Conditions: time 12 hour. Yields the product O=S1(CCN(CC2=C1C=CC=C2)C2=NC1=CC=C(C=C1C(=C2)NCC2(COC2)NCC)C)=O (2-(1,1-Dioxido-2,3-dihydro-1,4-benzothiazepin-4(5H)-yl)-N-{[3-(ethylamino)oxetan-3-yl]methyl}-6-methylquinolin-4-amine). Isolated yield 19.6%. RXN SMILES: [NH2:1][C:2]1([CH2:6][NH:7][C:8]2[C:17]3[C:12](=[CH:13][CH:14]=[C:15]([CH3:18])[CH:16]=3)[N:11]=[C:10]([N:19]3[CH2:25][C:24]4[CH:26]=[CH:27][CH:28]=[CH:29][C:23]=4[S:22](=[O:31])(=[O:30])[CH2:21][CH2:20]3)[CH:9]=2)[CH2:5][O:4][CH2:3]1.[CH:32](=O)[CH3:33].C(O)(=O)C.C([BH3-])#N.[Na+]>CO.O1CCCC1.C(OCC)(=O)C>[O:30]=[S:22]1(=[O:31])[C:23]2[CH:29]=[CH:28][CH:27]=[CH:26][C:24]=2[CH2:25][N:19]([C:10]2[CH:9]=[C:8]([NH:7][CH2:6][C:2]3([NH:1][CH2:32][CH3:33])[CH2:5][O:4][CH2:3]3)[C:17]3[C:12](=[CH:13][CH:14]=[C:15]([CH3:18])[CH:16]=3)[N:11]=2)[CH2:20][CH2:21]1 |f:3.4|. Reported procedure: To a stirred solution of N-[(3-aminooxetan-3-yl)methyl]-2-(1,1-dioxido-2,3-dihydro-1,4-benzothiazepin-4(5H)-yl)-6-methylquinolin-4-amine (200 mg, 0.46 mmol, prepared in analogy to Example 2-2), acetaldehyde (25.6 μL, 0.46 mmol) and acetic acid (270 μL) in methanol (8 mL) was added dropwize a solution of sodium cyanoborohydride (34 mg, 0.54 mmol) in tetrahydrofuran (0.5 mL). After being stirred for 12 hours at room temperature, the reaction mixture was diluted with ethyl acetate, washed with wate...